Dataset: the Open Reaction Database (ORD), a public repository of structured organic reaction records. Task: describe an organic reaction: reactants, conditions, products, and yield The reactants are COC(=O)c1cn(-c2cc3c(=O)n(NS(C)(=O)=O)c(=O)[nH]c3cc2C(F)(F)F)cn1, CNC=O, CN(C)C=O. Product: CNC(=O)c1cn(-c2cc3c(=O)n(NS(C)(=O)=O)c(=O)[nH]c3cc2C(F)(F)F)cn1. As a reaction SMILES: [CH3:1][O:2][C:3](=[O:4])[c:5]1[n:6][cH:7][n:8](-[c:10]2[cH:11][c:12]3[c:13](=[O:30])[n:14]([NH:25][S:26](=[O:27])(=[O:28])[CH3:29])[c:15](=[O:24])[nH:16][c:17]3[cH:18][c:19]2[C:20]([F:21])([F:22])[F:23])[cH:9]1.[CH3:31][NH:32][CH:33]=[O:34].[CH3:35][N:36]([CH3:37])[CH:38]=[O:39]>>[C:3](=[O:4])([c:5]1[n:6][cH:7][n:8](-[c:10]2[cH:11][c:12]3[c:13](=[O:30])[n:14]([NH:25][S:26](=[O:27])(=[O:28])[CH3:29])[c:15](=[O:24])[nH:16][c:17]3[cH:18][c:19]2[C:20]([F:21])([F:22])[F:23])[cH:9]1)[NH:32][CH3:31]. The reactants are C(C)N(CC)S(F)(F)F (diethylaminosulphur trifluoride), C1(=CC=CC=C1)C1(CC[C@@]([C@@H]2CN(C[C@H]12)C(=O)OC(C)(C)C)(O)C1=C(C=CC=C1)OC)C1=CC=CC=C1 ((3aS,4S,7aS)-7,7-diphenyl-4-(2-methoxyphenyl)-2-tert-butoxycarbonyl-perhydroisoindol-4-ol). Solvent: C(Cl)Cl (methylene chloride), C(Cl)Cl (methylene chloride). Conditions: time 3 hour. Yields the product C1(=CC=CC=C1)C1(CC[C@]([C@@H]2CN(C[C@H]12)C(=O)OC(C)(C)C)(C1=C(C=CC=C1)OC)F)C1=CC=CC=C1 ((3aS,4S,7aS)-7,7-diphenyl-4-fluoro-4-(2-methoxyphenyl)-2-tert-butoxycarbonyl-perhydroisoindole). Reaction SMILES: C(N(S(F)(F)[F:7])CC)C.[C:10]1([C:16]2([C:41]3[CH:46]=[CH:45][CH:44]=[CH:43][CH:42]=3)[C@@H:24]3[C@@H:20]([CH2:21][N:22]([C:25]([O:27][C:28]([CH3:31])([CH3:30])[CH3:29])=[O:26])[CH2:23]3)[C@@:19]([C:33]3[CH:38]=[CH:37][CH:36]=[CH:35][C:34]=3[O:39][CH3:40])(O)[CH2:18][CH2:17]2)[CH:15]=[CH:14][CH:13]=[CH:12][CH:11]=1>C(Cl)Cl>[C:10]1([C:16]2([C:41]3[CH:46]=[CH:45][CH:44]=[CH:43][CH:42]=3)[C@@H:24]3[C@@H:20]([CH2:21][N:22]([C:25]([O:27][C:28]([CH3:31])([CH3:30])[CH3:29])=[O:26])[CH2:23]3)[C@:19]([F:7])([C:33]3[CH:38]=[CH:37][CH:36]=[CH:35][C:34]=3[O:39][CH3:40])[CH2:18][CH2:17]2)[CH:15]=[CH:14][CH:13]=[CH:12][CH:11]=1. Procedure details: A solution of 4.3 cm3 of diethylaminosulphur trifluoride in 20 cm3 of dry methylene chloride is added dropwise to a solution, cooled to 0° C., of 6.48 g of (3aS,4S,7aS)-7,7-diphenyl-4-(2-methoxyphenyl)-2-tert-butoxycarbonyl-perhydroisoindol-4-ol in 70 cm3 of dry methylene chloride. The reaction mixture is stirred at this temperature for 3 hours, washed with 100 cm3 of an aqueous saturated solution of sodium bicarbonate and then with 100 cm3 of an aqueous saturated solution of sodium chloride, dr...